This data is from the Open Reaction Database (ORD), a public repository of structured organic reaction records. The task is: describe an organic reaction: reactants, conditions, products, and yield Starting materials: C(C1=CC=CC=C1)N1CCC(CC1)=O (1-benzylpiperidin-4-one), BrC1=C(C(=O)O)C=C(C=C1)Cl (2-bromo-5-chlorobenzoic acid), solution, C(CCC)[Li] (n-butyllithium), O (water). Run in O1CCCC1 (THF), CCCCCC (hexane), O1CCCC1 (tetrahydrofuran), C(C)OCC (diethyl ether). Reaction conditions: temperature -78 celsius, time 3 hour. Yields the product C(C1=CC=CC=C1)N1CCC2(CC1)OC(C1=C2C=CC(=C1)Cl)=O (1′-Benzyl-5-chloro-3H-spiro[2-benzofuran-1,4′-piperidin]-3-one). Isolated yield 37.2%. RXN SMILES: Br[C:2]1[CH:10]=[CH:9][C:8]([Cl:11])=[CH:7][C:3]=1[C:4]([OH:6])=[O:5].C([Li])CCC.[CH2:17]([N:24]1[CH2:29][CH2:28][C:27](=O)[CH2:26][CH2:25]1)[C:18]1[CH:23]=[CH:22][CH:21]=[CH:20][CH:19]=1.O>O1CCCC1.CCCCCC.C(OCC)C>[CH2:17]([N:24]1[CH2:29][CH2:28][C:27]2([C:2]3[CH:10]=[CH:9][C:8]([Cl:11])=[CH:7][C:3]=3[C:4](=[O:5])[O:6]2)[CH2:26][CH2:25]1)[C:18]1[CH:23]=[CH:22][CH:21]=[CH:20][CH:19]=1. Reported procedure: To a solution of 2-bromo-5-chlorobenzoic acid (2.35 g, 10.0 mmol) in tetrahydrofuran (THF) (15 mL) was added, a 1.6 M solution in hexane, n-butyllithium (20 mL, 32.0 mmol) slowly at −78° C. under nitrogen. After addition was complete the reaction mixture was kept on stirring at −78° C. for 3 h. Then a solution of 1-benzylpiperidin-4-one (3.78 g, 20.0 mmol) in THF (10 mL) was added slowly to the reaction mixture at −78° C. After addition was complete the reaction temperature was raised to room te...